From a dataset of the Open Reaction Database (ORD), a public repository of structured organic reaction records. describe an organic reaction: reactants, conditions, products, and yield Reactants: CC1(CC1)C(O)C=1C=NC=CC1 ((1-methylcyclopropyl)(pyridin-3-yl)methanol), ClC1=NC2=CC=CC=C2N=C1Cl (2,3-dichloroquinoxaline), [Cl-].[NH4+] (ammonium chloride), [H-].[Na+] (sodium hydride). Run in C1CCOC1 (THF), O (water). Reaction conditions: temperature 50 celsius, time 1.5 hour. Yields the product ClC1=NC2=CC=CC=C2N=C1OC(C=1C=NC=CC1)C1(CC1)C (2-chloro-3-((1-methylcyclopropyl)(pyridin-3-yl)methoxy) quinoxaline). Isolated yield 56.7%. As a reaction SMILES: [CH3:1][C:2]1([CH:5]([C:7]2[CH:8]=[N:9][CH:10]=[CH:11][CH:12]=2)[OH:6])[CH2:4][CH2:3]1.[Cl:13][C:14]1[C:23](Cl)=[N:22][C:21]2[C:16](=[CH:17][CH:18]=[CH:19][CH:20]=2)[N:15]=1.[H-].[Na+].[Cl-].[NH4+]>C1COCC1.O>[Cl:13][C:14]1[C:23]([O:6][CH:5]([C:2]2([CH3:1])[CH2:4][CH2:3]2)[C:7]2[CH:8]=[N:9][CH:10]=[CH:11][CH:12]=2)=[N:22][C:21]2[C:16](=[CH:17][CH:18]=[CH:19][CH:20]=2)[N:15]=1 |f:2.3,4.5|. Procedure details: In THF (5.0 mL) were dissolved (1-methylcyclopropyl)(pyridin-3-yl)methanol (130 mg, 0.796 mmol) obtained in Step 2 and 2,3-dichloroquinoxaline (190 mg, 0.956 mmol). To the mixture was added 60% sodium hydride (in oil, 38.2 mg, 0.956 mmol) and the mixture was stirred at 50° C. for 1.5 hours. A saturated aqueous ammonium chloride solution and water were added to the reaction mixture. Extraction with ethyl acetate, washing with saturated brine and drying over anhydrous sodium sulfate were performed...